Task: describe an organic reaction: reactants, conditions, products, and yield. Dataset: the Open Reaction Database (ORD), a public repository of structured organic reaction records Starting materials: C(C)(C)NC(C)C (diisopropylamine), C(CCC)[Li] (n-butyl lithium), FC1=C(C=O)C=C(C=C1)F (2,5-difluorobenzaldehyde), [Cl-].[NH4+] (ammonium chloride), ClC=1C=NC=CC1 (3-chloropyridine). The solvent is O1CCCC1 (tetrahydrofuran), C(C)(=O)OCC (ethyl acetate). Reaction conditions: temperature 0 celsius, time 10 minute. The product is ClC=1C=NC=CC1C(O)C1=C(C=CC(=C1)F)F (3-Chloro-4-[(2,5-difluorophenyl)-hydroxymethyl]pyridine). The yield is 52.0%. RXN SMILES: C(NC(C)C)(C)C.C([Li])CCC.[Cl:13][C:14]1[CH:15]=[N:16][CH:17]=[CH:18][CH:19]=1.[F:20][C:21]1[CH:28]=[CH:27][C:26]([F:29])=[CH:25][C:22]=1[CH:23]=[O:24].[Cl-].[NH4+]>C(OCC)(=O)C.O1CCCC1>[Cl:13][C:14]1[CH:15]=[N:16][CH:17]=[CH:18][C:19]=1[CH:23]([C:22]1[CH:25]=[C:26]([F:29])[CH:27]=[CH:28][C:21]=1[F:20])[OH:24] |f:4.5|. Procedure details: To a tetrahydrofuran solution (14 ml) of diisopropylamine (1.4 ml, 10 mmol) was added n-butyl lithium (6.3 ml, 1.59M hexane solution) at −78° C. and the mixture was stirred for 10 minutes. Then, 3-chloropyridine (1.13 g, 10 mmol) was added to the resulting mixture. Thirty minutes later, 2,5-difluorobenzaldehyde (1.09 ml, 10 mmol) was added to the mixture. The mixture was warmed gradually to 0° C., at which stirring was conducted for further 10 minutes. An aqueous solution of ammonium chloride wa... Reactants: ClCC(=O)OCC (ethyl chloroacetate), C(C=1C(O)=CC=CC1)(=O)OC (methyl salicylate), C([O-])([O-])=O.[K+].[K+] (potassium carbonate). Reagents/catalysts: [I-].[K+] (potassium iodide). Solvent: C(C)#N (acetonitrile). The product is C(C)OC(=O)COC1=C(C(=O)OC)C=CC=C1 (methyl 2-ethoxycarbonylmethoxybenzoate). Isolated yield 110.4%. Reaction SMILES: Cl[CH2:2][C:3]([O:5][CH2:6][CH3:7])=[O:4].[C:8]([O:17][CH3:18])(=[O:16])[C:9]1[C:10](=[CH:12][CH:13]=[CH:14][CH:15]=1)[OH:11].C(=O)([O-])[O-].[K+].[K+]>[I-].[K+].C(#N)C>[CH2:6]([O:5][C:3]([CH2:2][O:11][C:10]1[CH:12]=[CH:13][CH:14]=[CH:15][C:9]=1[C:8]([O:17][CH3:18])=[O:16])=[O:4])[CH3:7] |f:2.3.4,5.6|. Procedure: 8020 g (65.44 mol) of ethyl chloroacetate are added to a mixture of 62 l of acetonitrile, 9490 g (62.38 mol) of methyl salicylate, 8610 g (62.38 mol) of potassium carbonate and 620 g of potassium iodide at 20° C., and the mixture is stirred and heated under reflux for 9 hours and stirred overnight without further heat being supplied. The mixture is filtered over Celite and the filtrate is concentrated under reduced pressure. 16.4 kg of methyl 2-ethoxycarbonylmethoxybenzoate are obtained (HPLC: l... Starting materials: Br, CCN(CC)Cc1cccc(-c2cc(OCc3ccccc3)c3cc(OC)ccc3n2)c1, CC(=O)O, O. Product: CCN(CC)Cc1cccc(-c2cc(=O)c3cc(OC)ccc3[nH]2)c1. As a reaction SMILES: [BrH:33].[CH2:1]([c:2]1[cH:3][cH:4][cH:5][cH:6][cH:7]1)[O:8][c:9]1[cH:10][c:11](-[c:21]2[cH:22][c:23]([CH2:27][N:28]([CH2:29][CH3:30])[CH2:31][CH3:32])[cH:24][cH:25][cH:26]2)[n:12][c:13]2[cH:14][cH:15][c:16]([O:19][CH3:20])[cH:17][c:18]12.[CH3:35][C:36](=[O:37])[OH:38].[OH2:34]>>[O:8]=[c:9]1[cH:10][c:11](-[c:21]2[cH:22][c:23]([CH2:27][N:28]([CH2:29][CH3:30])[CH2:31][CH3:32])[cH:24][cH:25][cH:26]2)[nH:12][c:13]2[cH:14][cH:15][c:16]([O:19][CH3:20])[cH:17][c:18]12. Starting materials: O=C([O-])[O-], CCC(C)=O, CS, O=C1COc2ccc([N+](=O)[O-])cc2N1CCl, [K+], [K+]. Product: CSCN1C(=O)COc2ccc([N+](=O)[O-])cc21. RXN SMILES: [C:19](=[O:20])([O-:21])[O-:22].[CH2:25]([C:26]([CH3:27])=[O:28])[CH3:29].[CH3:1][SH:2].[Cl:3][CH2:4][N:5]1[C:6](=[O:18])[CH2:7][O:8][c:9]2[c:10]1[cH:11][c:12]([N+:15](=[O:16])[O-:17])[cH:13][cH:14]2.[K+:23].[K+:24]>>[CH3:1][S:2][CH2:4][N:5]1[C:6](=[O:18])[CH2:7][O:8][c:9]2[c:10]1[cH:11][c:12]([N+:15](=[O:16])[O-:17])[cH:13][cH:14]2. The reactants are COc1cc(N2CCN(C3CCN(CCS(C)(=O)=O)CC3)CC2)ccc1[N+](=O)[O-], CCOC(C)=O, CCO. Yields the product COc1cc(N2CCN(C3CCN(CCS(C)(=O)=O)CC3)CC2)ccc1N. Reaction SMILES: [CH3:1][O:2][c:3]1[cH:4][c:5]([N:12]2[CH2:13][CH2:14][N:15]([CH:18]3[CH2:19][CH2:20][N:21]([CH2:24][CH2:25][S:26](=[O:27])(=[O:28])[CH3:29])[CH2:22][CH2:23]3)[CH2:16][CH2:17]2)[cH:6][cH:7][c:8]1[N+:9]([O-:10])=[O:11].[CH3:30][CH2:31][O:32][C:33]([CH3:34])=[O:35].[CH3:36][CH2:37][OH:38]>>[CH3:1][O:2][c:3]1[cH:4][c:5]([N:12]2[CH2:13][CH2:14][N:15]([CH:18]3[CH2:19][CH2:20][N:21]([CH2:24][CH2:25][S:26](=[O:27])(=[O:28])[CH3:29])[CH2:22][CH2:23]3)[CH2:16][CH2:17]2)[cH:6][cH:7][c:8]1[NH2:9]. As a reaction SMILES: [C:33]([O:34][BH-:35]([O:36][C:37](=[O:38])[CH3:39])[O:40][C:41](=[O:42])[CH3:43])(=[O:44])[CH3:45].[CH3:1][C:2]1([CH3:27])[CH2:3][CH2:4][CH:5]([c:8]2[c:9]([N:21]3[CH2:22][CH2:23][NH:24][CH2:25][CH2:26]3)[cH:10][cH:11][c:12]([N:14]3[CH2:15][CH:16]([O:19][CH3:20])[CH2:17][CH2:18]3)[cH:13]2)[CH2:6][CH2:7]1.[CH3:47][C:48](=[O:49])[OH:50].[CH3:56][CH2:57][O:58][C:59](=[O:60])[CH3:61].[CH:28]([CH2:29][CH2:30][CH3:31])=[O:32].[Na+:46].[Na+:51].[O:62]1[CH2:63][CH2:64][CH2:65][CH2:66]1.[OH:52][C:53](=[O:54])[O-:55]>>[CH3:1][C:2]1([CH3:27])[CH2:3][CH2:4][CH:5]([c:8]2[c:9]([N:21]3[CH2:22][CH2:23][N:24]([CH2:28][CH2:29][CH2:30][CH3:31])[CH2:25][CH2:26]3)[cH:10][cH:11][c:12]([N:14]3[CH2:15][CH:16]([O:19][CH3:20])[CH2:17][CH2:18]3)[cH:13]2)[CH2:6][CH2:7]1. The reactants are CC(=O)O[BH-](OC(C)=O)OC(C)=O, COC1CCN(c2ccc(N3CCNCC3)c(C3CCC(C)(C)CC3)c2)C1, CC(=O)O, CCOC(C)=O, CCCC=O, [Na+], [Na+], C1CCOC1, O=C([O-])O. Product: CCCCN1CCN(c2ccc(N3CCC(OC)C3)cc2C2CCC(C)(C)CC2)CC1. The reactants are BrC1=CC=C(C=C1)N1CCN(CC1)S(=O)(=O)CC(C(=O)O)C(C)C (2-[4-(4-bromophenyl)piperazine-1-sulfonylmethyl]-3-methyl-butyric acid), N1=CC(=CC=C1)C1=CC=C(C=C1)N1CCNCC1 (1-(4-pyridin-3-yl-phenyl)piperazine), COC(=O)C1(CCOCC1)CS(=O)(=O)Cl (4-chlorosulfonylmethyl tetrahydropyran-4-carboxylic acid methyl ester). The product is COC(=O)C1(CCOCC1)CS(=O)(=O)N1CCN(CC1)C1=CC=C(C=C1)C=1C=NC=CC1 (4-[4-(4-Pyridin-3-yl-phenyl)piperazine-1-sulfonylmethyl]-tetrahydropyran-4-carboxylic acid methyl ester). Isolated yield 55.0%. RXN SMILES: BrC1C=CC(N2CCN(S(CC(C(C)C)C(O)=O)(=O)=O)CC2)=CC=1.[N:25]1[CH:30]=[CH:29][CH:28]=[C:27]([C:31]2[CH:36]=[CH:35][C:34]([N:37]3[CH2:42][CH2:41][NH:40][CH2:39][CH2:38]3)=[CH:33][CH:32]=2)[CH:26]=1.[CH3:43][O:44][C:45]([C:47]1([CH2:53][S:54](Cl)(=[O:56])=[O:55])[CH2:52][CH2:51][O:50][CH2:49][CH2:48]1)=[O:46]>>[CH3:43][O:44][C:45]([C:47]1([CH2:53][S:54]([N:40]2[CH2:41][CH2:42][N:37]([C:34]3[CH:33]=[CH:32][C:31]([C:27]4[CH:26]=[N:25][CH:30]=[CH:29][CH:28]=4)=[CH:36][CH:35]=3)[CH2:38][CH2:39]2)(=[O:56])=[O:55])[CH2:52][CH2:51][O:50][CH2:49][CH2:48]1)=[O:46]. Reported procedure: Prepared according to the method for the preparation of 2-[4-(4-bromophenyl)piperazine-1-sulfonylmethyl]-3-methyl-butyric acid tert-buryl ester, from 1-(4-pyridin-3-yl-phenyl)piperazine (0.18 g) and 4-chlorosulfonylmethyl tetrahydropyran-4-carboxylic acid methyl ester (0.23 g), to yield the title compound as a white solid (0.19 g, 55%). The reactants are C(C1=CC=CC=C1)(=O)NC1CCN(CC1)CCCC(=O)C1=CC=CC=C1 (4-benzamido-1-(4-phenyl-4-oxobutyl)-piperidine), IC (iodomethane). The solvent is CN(C=O)C (N,N-dimethylformamide). Yields the product [I-].C(C1=CC=CC=C1)(=O)NC1CC[N+](CC1)(CCCC(=O)C1=CC=CC=C1)C (4-Benzamido-1-methyl-1-(4-phenyl-4-oxobutyl)piperidinium iodide). RXN SMILES: [C:1]([NH:9][CH:10]1[CH2:15][CH2:14][N:13]([CH2:16][CH2:17][CH2:18][C:19]([C:21]2[CH:26]=[CH:25][CH:24]=[CH:23][CH:22]=2)=[O:20])[CH2:12][CH2:11]1)(=[O:8])[C:2]1[CH:7]=[CH:6][CH:5]=[CH:4][CH:3]=1.[I:27][CH3:28]>CN(C)C=O>[I-:27].[C:1]([NH:9][CH:10]1[CH2:15][CH2:14][N+:13]([CH3:28])([CH2:16][CH2:17][CH2:18][C:19]([C:21]2[CH:22]=[CH:23][CH:24]=[CH:25][CH:26]=2)=[O:20])[CH2:12][CH2:11]1)(=[O:8])[C:2]1[CH:3]=[CH:4][CH:5]=[CH:6][CH:7]=1 |f:3.4|. Procedure details: A solution of 4-benzamido-1-(4-phenyl-4-oxobutyl)-piperidine (1.75 g., 0.005 mole) and iodomethane (7.10 g., 0.05 mole) in N,N-dimethylformamide (5 ml.) was stirred for 150 hours at room temperature. The reaction mixture was filtered and the residue was washed with fresh N,N-dimethylformamide and then diethyl ether.